This data is from the Open Reaction Database (ORD), a public repository of structured organic reaction records. The task is: describe an organic reaction: reactants, conditions, products, and yield The reactants are OCN1N=C(C(=C1C)[N+](=O)[O-])Cl (1-hydroxymethyl-3-chloro-5-methyl-4-nitropyrazole), S(=O)(Cl)Cl (thionyl chloride). Procedure details: A mixture of 13.58 g (0.0708 mole) 1-hydroxymethyl-3-chloro-5-methyl-4-nitropyrazole and 30 ml of thionyl chloride was heated under reflux overnight and concentrated in vacuo. Benzene was added and the solution was concentrated again. This was replicated two more times. This left 15.8 g of an amber liquid. This was distilled at 155°-170° (air bath temperature)/1.25 mm to obtain a colorless liquid which crystallized upon standing. Recrystallization from benzene-Skelly B solvent gave 9.52 g of whi... The product is ClC1=NN(C(=C1[N+](=O)[O-])C)CCl (3-chloro-N-chloromethyl-5-methyl-4-nitropyrazole). As a reaction SMILES: O[CH2:2][N:3]1[C:7]([CH3:8])=[C:6]([N+:9]([O-:11])=[O:10])[C:5]([Cl:12])=[N:4]1.S(Cl)([Cl:15])=O>>[Cl:12][C:5]1[C:6]([N+:9]([O-:11])=[O:10])=[C:7]([CH3:8])[N:3]([CH2:2][Cl:15])[N:4]=1. Starting materials: C1(=CC=C(C=C1)CCC(=O)O)C1=CC=CC=C1 (3-(4-biphenylyl)propionic acid), O=S(Cl)Cl (SOCl2). Conditions: temperature 85 celsius. The product is C1(=CC=C(C=C1)CCC(=O)Cl)C1=CC=CC=C1 (3-(biphenyl-4-yl)propanoyl chloride). Isolated yield 101.0%. Reaction SMILES: [C:1]1([C:12]2[CH:17]=[CH:16][CH:15]=[CH:14][CH:13]=2)[CH:6]=[CH:5][C:4]([CH2:7][CH2:8][C:9](O)=[O:10])=[CH:3][CH:2]=1.O=S(Cl)[Cl:20]>>[C:1]1([C:12]2[CH:17]=[CH:16][CH:15]=[CH:14][CH:13]=2)[CH:6]=[CH:5][C:4]([CH2:7][CH2:8][C:9]([Cl:20])=[O:10])=[CH:3][CH:2]=1. Procedure details: A mixture of 3-(4-biphenylyl)propionic acid (5 g, 22.10 mmol) and SOCl2 (4.03 ml, 55.2 mmol) is refluxed under nitrogen at 85° C. for 1.5 hour. The reaction mixture is concentrated under reduced pressure to give 3-(biphenyl-4-yl)propanoyl chloride (5.46 g). The material is used in the next step without further purification.